From a dataset of the Open Reaction Database (ORD), a public repository of structured organic reaction records. describe an organic reaction: reactants, conditions, products, and yield Starting materials: N1CCC(CC1)C1OC2=C(CN3C1=CC=C3)C=CC=C2 (11-(piperidin-4-yl)-5H,11H-pyrrolo[2,1-c][1,4]benzoxazepine), C(=O)([O-])[O-].[K+].[K+] (K2CO3), FC1=C(CCl)C=CC=C1 (2-fluorobenzyl chloride). Run at temperature 85 celsius, time 1.5 hour. The product is FC1=C(CN2CCC(CC2)C2OC3=C(CN4C2=CC=C4)C=CC=C3)C=CC=C1 (11-[1-(2-Fluorobenzyl)piperidin-4-yl]-5H,11H-pyrrolo[2,1-c][1,4]benzoxazepine). RXN SMILES: [NH:1]1[CH2:6][CH2:5][CH:4]([CH:7]2[C:13]3=[CH:14][CH:15]=[CH:16][N:12]3[CH2:11][C:10]3[CH:17]=[CH:18][CH:19]=[CH:20][C:9]=3[O:8]2)[CH2:3][CH2:2]1.C([O-])([O-])=O.[K+].[K+].[F:27][C:28]1[CH:35]=[CH:34][CH:33]=[CH:32][C:29]=1[CH2:30]Cl>>[F:27][C:28]1[CH:35]=[CH:34][CH:33]=[CH:32][C:29]=1[CH2:30][N:1]1[CH2:2][CH2:3][CH:4]([CH:7]2[C:13]3=[CH:14][CH:15]=[CH:16][N:12]3[CH2:11][C:10]3[CH:17]=[CH:18][CH:19]=[CH:20][C:9]=3[O:8]2)[CH2:5][CH2:6]1 |f:1.2.3|. Reported procedure: To a solution of 11-(piperidin-4-yl)-5H,11H-pyrrolo[2,1-c][1,4]benzoxazepine (5.0 g; 0.010 mole in 75 ml DMF) and 10 g milled K2CO3 was added 2-fluorobenzyl chloride (3.18 g; 0.022 mole in 15 ml DMF). This was stirred at 85° C. for 1.5 hours. Starting materials: ice water, C=CS(=O)(=O)OC1=C(C(=C(C(=C1F)F)F)F)F (2,3,4,5,6-pentafluorophenyl 1-ethylenesulfonate), IC[C@H]1N(CCC1)C(=O)OC(C)(C)C ((S)-tert-butyl 2-(iodomethyl)pyrrolidine-1-carboxylate), [PH2](=O)O.C(C)N1CCCCC1 (1-Ethylpiperidine hypophosphite), C(C)B(CC)CC (Triethylborane), C(C)B(CC)CC (triethylborane). Solvent: C(Cl)Cl (methylene chloride). Reaction conditions: time 5 second. Yields the product FC1=C(OS(=O)(=O)CCC[C@H]2N(CCC2)C(=O)OC(C)(C)C)C(=C(C(=C1F)F)F)F ((S)-tert-Butyl 2-(3-(perfluorophenoxysulfonyl)propyl)pyrrolidine-1-carboxylate). As a reaction SMILES: [PH2](O)=O.C(N1CCCCC1)C.[CH2:12]=[CH:13][S:14]([O:17][C:18]1[C:23]([F:24])=[C:22]([F:25])[C:21]([F:26])=[C:20]([F:27])[C:19]=1[F:28])(=[O:16])=[O:15].I[CH2:30][C@@H:31]1[CH2:35][CH2:34][CH2:33][N:32]1[C:36]([O:38][C:39]([CH3:42])([CH3:41])[CH3:40])=[O:37].C(B(CC)CC)C>C(Cl)Cl>[F:24][C:23]1[C:22]([F:25])=[C:21]([F:26])[C:20]([F:27])=[C:19]([F:28])[C:18]=1[O:17][S:14]([CH2:13][CH2:12][CH2:30][C@@H:31]1[CH2:35][CH2:34][CH2:33][N:32]1[C:36]([O:38][C:39]([CH3:40])([CH3:42])[CH3:41])=[O:37])(=[O:16])=[O:15] |f:0.1|. Reported procedure: 1-Ethylpiperidine hypophosphite (30 g, 168 mmol) were weighed into the reaction flask under an inert gas, and methylene chloride (100 ml) was added. The solution was cooled with ice-water and 2,3,4,5,6-pentafluorophenyl 1-ethylenesulfonate (5.06 g, 18.5 mmol) [Org. Lett.; 2002; 4(15); 2549-2551] and (S)-tert-butyl 2-(iodomethyl)pyrrolidine-1-carboxylate (5.22 g, 16.8 mmol) was added at 10° C. Triethylborane solution (1.6 ml, 1 mol/l) was added and compressed air was then passed through the mixtu... Starting materials: CN1CCC(NC(=O)C(=Cc2ccc(C(=O)NOC3CCCCO3)cc2)COc2cccc3ccccc23)CC1, CO, O=C(O)C(F)(F)F. The product is CN1CCC(NC(=O)C(=Cc2ccc(C(=O)NO)cc2)COc2cccc3ccccc23)CC1. As a reaction SMILES: [CH3:1][N:2]1[CH2:3][CH2:4][CH:5]([NH:8][C:9]([C:10](=[CH:11][c:12]2[cH:13][cH:14][c:15]([C:16](=[O:17])[NH:18][O:19][CH:20]3[CH2:21][CH2:22][CH2:23][CH2:24][O:25]3)[cH:26][cH:27]2)[CH2:28][O:29][c:30]2[cH:31][cH:32][cH:33][c:34]3[cH:35][cH:36][cH:37][cH:38][c:39]23)=[O:40])[CH2:6][CH2:7]1.[CH3:48][OH:49].[OH:41][C:42]([C:43]([F:44])([F:45])[F:46])=[O:47]>>[CH3:1][N:2]1[CH2:3][CH2:4][CH:5]([NH:8][C:9]([C:10](=[CH:11][c:12]2[cH:13][cH:14][c:15]([C:16](=[O:17])[NH:18][OH:19])[cH:26][cH:27]2)[CH2:28][O:29][c:30]2[cH:31][cH:32][cH:33][c:34]3[cH:35][cH:36][cH:37][cH:38][c:39]23)=[O:40])[CH2:6][CH2:7]1. The reactants are Cc1ccccc1, CCCCCC=CCCCCCCC=O, O, OCCO, Cc1ccc(S(=O)(=O)O)cc1. The product is CCCCCC=CCCCCCCC1OCCO1. RXN SMILES: [CH3:32][c:33]1[cH:34][cH:35][cH:36][cH:37][cH:38]1.[CH:1]([CH2:2][CH2:3][CH2:4][CH2:5][CH2:6][CH2:7][CH:8]=[CH:9][CH2:10][CH2:11][CH2:12][CH2:13][CH3:14])=[O:15].[OH2:31].[OH:16][CH2:17][CH2:18][OH:19].[c:20]1([CH3:21])[cH:22][cH:23][c:24]([S:25]([OH:26])(=[O:27])=[O:28])[cH:29][cH:30]1>>[CH:1]1([CH2:2][CH2:3][CH2:4][CH2:5][CH2:6][CH2:7][CH:8]=[CH:9][CH2:10][CH2:11][CH2:12][CH2:13][CH3:14])[O:15][CH2:18][CH2:17][O:16]1.